This data is from the Open Reaction Database (ORD), a public repository of structured organic reaction records. The task is: describe an organic reaction: reactants, conditions, products, and yield The product is C(C)(C)(C)OC(NC(C(=O)N1CCOCC1)C1=CC=CC=C1)=O ((2-Morpholin-4-yl-2-oxo-1-phenylethyl)carbamic acid tert-butyl ester). Reagents/catalysts: CN(C)C=1C=CN=CC1 (DMAP). Reported procedure: To a solution of tert-butoxycarbonylaminophenylacetic acid (4.0 mmol) in CH2Cl2 (8.0 mL) is added morpholine (4.0 mmol), EDCl—H2O (4.8 mmol) and DMAP (0.40 mmol) at room temperature. After stirring at room temperature for 24 h, the reaction is quenched by the addition of water. The mixture is extracted with AcOEt. The combined organic extracts are washed with brine, dried over Na2SO4 and concentrated in vacuo. The resulting solid is triturated with ether-n-hexane to give the title compound; 1H N... Reaction SMILES: [C:1]([O:5][C:6]([NH:8][CH:9]([C:13]1[CH:18]=[CH:17][CH:16]=[CH:15][CH:14]=1)[C:10]([OH:12])=O)=[O:7])([CH3:4])([CH3:3])[CH3:2].[NH:19]1[CH2:24][CH2:23][O:22][CH2:21][CH2:20]1.CCN=C=NCCCN(C)C.Cl.O>C(Cl)Cl.CN(C1C=CN=CC=1)C>[C:1]([O:5][C:6](=[O:7])[NH:8][CH:9]([C:13]1[CH:18]=[CH:17][CH:16]=[CH:15][CH:14]=1)[C:10]([N:19]1[CH2:24][CH2:23][O:22][CH2:21][CH2:20]1)=[O:12])([CH3:2])([CH3:3])[CH3:4] |f:2.3.4|. Solvent: C(Cl)Cl (CH2Cl2). The reactants are C(C)(C)(C)OC(=O)NC(C(=O)O)C1=CC=CC=C1 (tert-butoxycarbonylaminophenylacetic acid), N1CCOCC1 (morpholine), CCN=C=NCCCN(C)C.Cl.O (EDCl H2O). Run at time 24 hour.